Dataset: the Open Reaction Database (ORD), a public repository of structured organic reaction records. Task: describe an organic reaction: reactants, conditions, products, and yield Starting materials: C(=O)(OCC1=CC=CC=C1)N1[C@H](C(=O)O)C[C@H](C1)C(=O)O (N-CBZ-trans-4-carboxy-L-proline). The reagents and catalysts are [Pd] (Pd-C). Solvent: CO (methanol). Reaction conditions: time 0.5 hour. Product: C(=O)(O)[C@@H]1C[C@H](NC1)C(=O)O (trans-4-Carboxy-L-proline). The yield is 75.3%. Reaction SMILES: C([N:11]1[CH2:18][C@H:17]([C:19]([OH:21])=[O:20])[CH2:16][C@H:12]1[C:13]([OH:15])=[O:14])(OCC1C=CC=CC=1)=O>CO.[Pd]>[C:19]([C@H:17]1[CH2:18][NH:11][C@H:12]([C:13]([OH:15])=[O:14])[CH2:16]1)([OH:21])=[O:20]. Reported procedure: N-CBZ-trans-4-carboxy-L-proline (0.458 g, 1.56 mmol) was dissolved in methanol (50 mL) and transferred into a Parr shaker bottle. After adding 10% Pd-C (0.080 g), the mixture was shaken under an atmosphere of hydrogen at 48-50 psi for 0.5 h on the Parr apparatus. The catalyst was removed by filtration through Celite and the filter cake was washed with water. The combined filtrate and washings were concentrated in vacuo to yield a white solid, which was recrystallized from H2O-EtOH-acetone to yie... Starting materials: CCOC(=O)C1(CO)CCCCC1, COCCBr, CCOC(C)=O, [H-], [Na+], CN(C)C=O, O. The product is CCOC(=O)C1(COCCOC)CCCCC1. RXN SMILES: [CH2:1]([CH3:2])[O:3][C:4](=[O:5])[C:6]1([CH2:12][OH:13])[CH2:7][CH2:8][CH2:9][CH2:10][CH2:11]1.[CH3:16][O:17][CH2:18][CH2:19][Br:20].[CH3:27][CH2:28][O:29][C:30](=[O:31])[CH3:32].[H-:14].[Na+:15].[O:22]=[CH:23][N:24]([CH3:25])[CH3:26].[OH2:21]>>[CH2:1]([CH3:2])[O:3][C:4](=[O:5])[C:6]1([CH2:12][O:13][CH2:19][CH2:18][O:17][CH3:16])[CH2:7][CH2:8][CH2:9][CH2:10][CH2:11]1. The reactants are C(C)OC(=O)C=1N(C2=CC=C(C=C2C1)OCC1=CC=CC=C1)CCCN (1-(3-amino-propyl)-5-benzyloxy-1H-indole-2-carboxylic acid ethyl ester), [H-].[Na+] (sodium hydride). The solvent is O (water), ClCCl (dichloromethane), CN(C=O)C (N,N-dimethylformamide). The product is C(C1=CC=CC=C1)OC1=CC=2C=C3N(C2C=C1)CCCNC3=O (9-Benzyloxy-2,3,4,5-tetrahydro-[1,4]diazepino[1,2-a]indol-1-one). Yield: 67.0%. Reaction SMILES: C(O[C:4]([C:6]1[N:7]([CH2:23][CH2:24][CH2:25][NH2:26])[C:8]2[C:13]([CH:14]=1)=[CH:12][C:11]([O:15][CH2:16][C:17]1[CH:22]=[CH:21][CH:20]=[CH:19][CH:18]=1)=[CH:10][CH:9]=2)=[O:5])C.[H-].[Na+]>CN(C)C=O.O.ClCCl>[CH2:16]([O:15][C:11]1[CH:10]=[CH:9][C:8]2[N:7]3[CH2:23][CH2:24][CH2:25][NH:26][C:4](=[O:5])[C:6]3=[CH:14][C:13]=2[CH:12]=1)[C:17]1[CH:22]=[CH:21][CH:20]=[CH:19][CH:18]=1 |f:1.2|. Procedure details: To the solution of 0.6 g (1.70 mmol) 1-(3-amino-propyl)-5-benzyloxy-1H-indole-2-carboxylic acid ethyl ester in 6 mL N,N-dimethylformamide, 85 μg (1.95 mmol; 55% dispersion in mineral oil) sodium hydride was added. After 2 hours the reaction mixture was diluted with water and dichloromethane, the phases were separated and the aqueous phase was washed three times with dichloromethane. The combined organic layers were washed with brine, dried over magnesium sulfate, filtered and evaporated. The cru...